Dataset: the Open Reaction Database (ORD), a public repository of structured organic reaction records. Task: describe an organic reaction: reactants, conditions, products, and yield The reactants are ICCC (1-iodopropane), COC1=CC(=CC(=C1)OC)OC (1,3,5-trimethoxybenzene), [Li]CCCC (n-BuLi). Solvent: C1CCOC1 (THF), CCCCCC (hexane). Conditions: time 4 hour. The product is C(CC)C1=C(C=C(C=C1OC)OC)OC (2-Propyl-1,3,5-trimethoxybenzene). The yield is 88.8%. Reaction SMILES: [CH3:1][O:2][C:3]1[CH:8]=[C:7]([O:9][CH3:10])[CH:6]=[C:5]([O:11][CH3:12])[CH:4]=1.[Li][CH2:14][CH2:15][CH2:16]C.ICCC>C1COCC1.CCCCCC>[CH2:14]([C:4]1[C:5]([O:11][CH3:12])=[CH:6][C:7]([O:9][CH3:10])=[CH:8][C:3]=1[O:2][CH3:1])[CH2:15][CH3:16]. Procedure: To the stirred solution of 1,3,5-trimethoxybenzene (10.0 g, 59.4 mmol) in 150 mL of dry THF at 0° C. in nitrogen atmosphere was added 23.7 mL (59.3 mmol) of 2.5 M n-BuLi in hexane dropwise via syringe. The resulting solution was stirred at room temperature for 4 hr. The mixture was cooled to -20° C. and 1-iodopropane (6.09 mL, 62.5 mmol) was added dropwise via syringe in 10 min. After being stirred at room temperature for 14 hr and refluxed for 4 hr, the mixture was quenched with 200 mL of water... Starting materials: Cc1ccccc1, O=C(Cl)OC(Cl)(Cl)Cl, ClCCCl, O=c1c2c([nH]n1-c1cc([N+](=O)[O-])ccc1F)CCCC2. Product: O=[N+]([O-])c1ccc(F)c(-n2nc3c(c2Cl)CCCC3)c1. As a reaction SMILES: [CH3:29][c:30]1[cH:31][cH:32][cH:33][cH:34][cH:35]1.[Cl:21][C:22]([O:23][C:24]([Cl:25])([Cl:26])[Cl:27])=[O:28].[Cl:36][CH2:37][CH2:38][Cl:39].[F:1][c:2]1[c:3](-[n:11]2[nH:12][c:13]3[c:18]([c:19]2=[O:20])[CH2:17][CH2:16][CH2:15][CH2:14]3)[cH:4][c:5]([N+:8](=[O:9])[O-:10])[cH:6][cH:7]1>>[F:1][c:2]1[c:3](-[n:11]2[n:12][c:13]3[c:18]([c:19]2[Cl:21])[CH2:17][CH2:16][CH2:15][CH2:14]3)[cH:4][c:5]([N+:8](=[O:9])[O-:10])[cH:6][cH:7]1. Starting materials: COCN(c1cc(Cl)cnc1C(=O)N1c2ccccc2OCC1C)S(=O)(=O)c1ccc(Cl)c(C(F)(F)F)c1, Cl, O. Yields the product CC1COc2ccccc2N1C(=O)c1ncc(Cl)cc1NS(=O)(=O)c1ccc(Cl)c(C(F)(F)F)c1. As a reaction SMILES: [Cl:1][c:2]1[c:3]([C:35]([F:36])([F:37])[F:38])[cH:4][c:5]([S:8](=[O:9])(=[O:10])[N:11]([CH2:12][O:13][CH3:14])[c:15]2[c:16]([C:22](=[O:23])[N:24]3[CH:25]([CH3:34])[CH2:26][O:27][c:28]4[c:29]3[cH:30][cH:31][cH:32][cH:33]4)[n:17][cH:18][c:19]([Cl:21])[cH:20]2)[cH:6][cH:7]1.[ClH:39].[OH2:40]>>[Cl:1][c:2]1[c:3]([C:35]([F:36])([F:37])[F:38])[cH:4][c:5]([S:8](=[O:9])(=[O:10])[NH:11][c:15]2[c:16]([C:22](=[O:23])[N:24]3[CH:25]([CH3:34])[CH2:26][O:27][c:28]4[c:29]3[cH:30][cH:31][cH:32][cH:33]4)[n:17][cH:18][c:19]([Cl:21])[cH:20]2)[cH:6][cH:7]1. Starting materials: C(C)(=O)OC=C (vinyl acetate), solids, C(C)(=O)OC=C (vinyl acetate), C(C=C)(=O)OCC (ethyl acrylate). Run in C(Cl)(Cl)Cl (chloroform). Product: C(C)(=O)OC=C.C(C)(=O)OCC (vinyl acetate ethyl acetate). As a reaction SMILES: [C:1]([O:4][CH:5]=[CH2:6])(=[O:3])[CH3:2].[C:7]([O:11][CH2:12][CH3:13])(=[O:10])[CH:8]=C>C(Cl)(Cl)Cl>[C:1]([O:4][CH:5]=[CH2:6])(=[O:3])[CH3:2].[C:7]([O:11][CH2:12][CH3:13])(=[O:10])[CH3:8] |f:3.4|. Procedure details: Finely divided vinyl acetate-ethyl acetate copolymer is prepared exactly as described in Example 1 except that in place of the vinyl acetate there is used an 85:15 mixture of vinyl acetate and ethyl acrylate. The resulting dispersion contains 51.4% solids, and has a particle size of 0.45 micron. The polymer has a reduced specific viscosity of 1.32 determined in chloroform solution at 25° C., which indicates a molecular weight above 100,000, and has a second order transition temperature of 19° C. Starting materials: CC(=O)O, CCOC(C)=O, CS(C)=O, CCOCC, O=[N+]([O-])C=Cc1ccc(COc2ccccn2)cc1, O. The product is O=[N+]([O-])CCc1ccc(COc2ccccn2)cc1. RXN SMILES: [CH3:20][C:21](=[O:22])[OH:23].[CH3:25][CH2:26][O:27][C:28](=[O:29])[CH3:30].[CH3:31][S:32](=[O:33])[CH3:34].[CH3:35][CH2:36][O:37][CH2:38][CH3:39].[N+:1](=[O:2])([O-:3])[CH:4]=[CH:5][c:6]1[cH:7][cH:8][c:9]([CH2:10][O:11][c:12]2[n:13][cH:14][cH:15][cH:16][cH:17]2)[cH:18][cH:19]1.[OH2:24]>>[N+:1](=[O:2])([O-:3])[CH2:4][CH2:5][c:6]1[cH:7][cH:8][c:9]([CH2:10][O:11][c:12]2[n:13][cH:14][cH:15][cH:16][cH:17]2)[cH:18][cH:19]1.